describe an organic reaction: reactants, conditions, products, and yield From a dataset of the Open Reaction Database (ORD), a public repository of structured organic reaction records. The reactants are C1(C=2C(C(N1OCC=1N(C=C(C(C1)=O)OC(C1=CC=CC=C1)C1=CC=CC=C1)OC(C1=CC=CC=C1)C1=CC=CC=C1)=O)=CC=CC2)=O (2-phthalimidooxymethyl-1,5-dibenzhydryloxy-4-pyridone), Cl (hydrochloric acid). Solvent: C(C)(=O)O (acetic acid). Reaction conditions: time 2 hour. Yields the product NOCC=1N(C=C(C(C1)=O)O)O (2-Aminooxymethyl-1,5-dihydroxy-4-pyridone). Reaction SMILES: C1(=O)[N:5]([O:6][CH2:7][C:8]2[N:9]([O:29]C(C3C=CC=CC=3)C3C=CC=CC=3)[CH:10]=[C:11]([O:15]C(C3C=CC=CC=3)C3C=CC=CC=3)[C:12](=[O:14])[CH:13]=2)C(=O)C2=CC=CC=C12.Cl>C(O)(=O)C>[NH2:5][O:6][CH2:7][C:8]1[N:9]([OH:29])[CH:10]=[C:11]([OH:15])[C:12](=[O:14])[CH:13]=1. Procedure: To 38.6 g of 2-phthalimidooxymethyl-1,5-dibenzhydryloxy-4-pyridone, 220 ml of glacial acetic acid and 48 ml of concentrated hydrochloric acid were added, and the mixture was reacted at 100° C. for 3 hours. After completion of the reaction, the reaction solution was concentrated. To the concentrated solution, 240 ml of water was added, and insoluble matters were separated by filtration. The insoluble matters were washed with 80 ml of water, and the filtrate and the washing solution were put toget... The reactants are O=C([O-])O, CCN(C(C)C)C(C)C, CS(=O)(=O)Cl, [Na+], CCC(O)c1ccccc1. The product is CCC(Cl)c1ccccc1. Reaction SMILES: [C:25](=[O:26])([OH:27])[O-:28].[CH2:11]([N:12]([CH:13]([CH3:14])[CH3:15])[CH:16]([CH3:17])[CH3:18])[CH3:19].[CH3:20][S:21]([Cl:22])(=[O:23])=[O:24].[Na+:29].[c:1]1([CH:7]([CH2:8][CH3:9])[OH:10])[cH:2][cH:3][cH:4][cH:5][cH:6]1>>[c:1]1([CH:7]([CH2:8][CH3:9])[Cl:22])[cH:2][cH:3][cH:4][cH:5][cH:6]1. The reactants are ClC1=C(OCCCCCCN2C=NC=C2)C=CC(=C1)OC (1-[6-(2-chloro-4-methoxyphenoxy)hexyl]imidazole), CI (methyl iodide). Solvent: C(Cl)Cl (methylene chloride). Run at time 2.5 hour. The product is [I-].ClC1=C(OCCCCCC[N+]2=CN(C=C2)C)C=CC(=C1)OC (1-[6-(2-chloro-4-methoxyphenoxy)hexyl]-3-methylimidazolium iodide). RXN SMILES: [Cl:1][C:2]1[CH:19]=[C:18]([O:20][CH3:21])[CH:17]=[CH:16][C:3]=1[O:4][CH2:5][CH2:6][CH2:7][CH2:8][CH2:9][CH2:10][N:11]1[CH:15]=[CH:14][N:13]=[CH:12]1.[CH3:22][I:23]>C(Cl)Cl>[I-:23].[Cl:1][C:2]1[CH:19]=[C:18]([O:20][CH3:21])[CH:17]=[CH:16][C:3]=1[O:4][CH2:5][CH2:6][CH2:7][CH2:8][CH2:9][CH2:10][N+:11]1[CH:15]=[CH:14][N:13]([CH3:22])[CH:12]=1 |f:3.4|. Procedure: Stir at room temperature for about 2.5 hours, 300 mg. of the compound prepared in Example 1, 5 ml. methylene chloride and 0.066 ml. methyl iodide. Elute on a coarse silica column with methylene chloride, then 5% methanol/methylene chloride and finally 10% methanol/methylene chloride, to isolate the title compound. Reactants: NC1=CC=C2C(=N1)OC(=N2)C2=CC=CC=C2 (5-amino-2-phenyloxazolo[ 5,4-b]pyridine), [N+](=O)(OCCC(C)C)[O-] (isoamyl nitrate), C1=CC=CC=C1 (benzene). The product is C1(=CC=CC=C1)C=1OC2=NC(=CC=C2N1)C1=CC=CC=C1 (2,5-diphenyloxazolo[ 5,4-b]pyridine). Reaction SMILES: N[C:2]1[N:7]=[C:6]2[O:8][C:9]([C:11]3[CH:16]=[CH:15][CH:14]=[CH:13][CH:12]=3)=[N:10][C:5]2=[CH:4][CH:3]=1.[N+]([O-])(OCCC(C)C)=O.[CH:26]1[CH:31]=[CH:30][CH:29]=[CH:28][CH:27]=1>>[C:11]1([C:9]2[O:8][C:6]3[C:5]([N:10]=2)=[CH:4][CH:3]=[C:2]([C:26]2[CH:31]=[CH:30][CH:29]=[CH:28][CH:27]=2)[N:7]=3)[CH:16]=[CH:15][CH:14]=[CH:13][CH:12]=1. Procedure details: A mixture of 180 mg. of 5-amino-2-phenyloxazolo[ 5,4-b]pyridine, 10 ml. of benzene and 0.2 ml. of isoamyl nitrate was refluxed for 11/2 hours. The hot solution was filtered and concentrated to dryness. The residue was extracted with ether and the extract was filtered through aluminum oxide and concentrated to dryness. The crystalline residue was recrystallized from ethyl acetate to give 2,5-diphenyloxazolo[ 5,4-b]pyridine, m.p. 151°-152° C. Starting materials: S1C(=CC=C1)S (2-thiophenethiol), COC1=CC=C(C=C1)C1=CC=C(C=C1)S(=O)(=O)NC(C(=O)OC)CC1CO1 (methyl 2-[(4′-methoxy[1,1′-biphenyl]-4-yl)sulfonyl]amino-4,5-epoxypentanoate), compound 20. The product is COC1=CC=C(C=C1)C1=CC=C(C=C1)S(=O)(=O)NC(C(=O)O)CC(C)(SC=1SC=CC1)O (2-[(4′-Methoxy[1,1′-biphenyl]-4-yl)sulfonyl]amino-4-hydroxy-4-[2-thienylthio]-pentanoic Acid). Reaction SMILES: [S:1]1[CH:5]=[CH:4][CH:3]=[C:2]1[SH:6].[CH3:7][O:8][C:9]1[CH:14]=[CH:13][C:12]([C:15]2[CH:20]=[CH:19][C:18]([S:21]([NH:24][CH:25]([CH2:30][CH:31]3[O:33][CH2:32]3)[C:26]([O:28]C)=[O:27])(=[O:23])=[O:22])=[CH:17][CH:16]=2)=[CH:11][CH:10]=1>>[CH3:7][O:8][C:9]1[CH:10]=[CH:11][C:12]([C:15]2[CH:16]=[CH:17][C:18]([S:21]([NH:24][CH:25]([CH2:30][C:31]([OH:33])([S:6][C:2]3[S:1][CH:5]=[CH:4][CH:3]=3)[CH3:32])[C:26]([OH:28])=[O:27])(=[O:22])=[O:23])=[CH:19][CH:20]=2)=[CH:13][CH:14]=1. Reported procedure: Example 34 is prepared from 2-thiophenethiol and 1d using the procedure described for compound 20. The reactants are C(C)OC(=O)C1=NC(=CC(=C1)C=1C=NC=C(C1)F)C (5-Fluoro-6′-methyl-[3,4′]bipyridinyl-2′-carboxylic acid ethyl ester), ClC=1C=C(N)C=CC1 (3-Chloroaniline). Yields the product ClC=1C=C(C=CC1)NC(=O)C1=NC(=CC(=C1)C=1C=NC=C(C1)F)C (5-Fluoro-6′-methyl-[3,4′]bipyridinyl-2′-carboxylic acid (3-chloro-phenyl)-amide). Reaction SMILES: C(O[C:4]([C:6]1[CH:11]=[C:10]([C:12]2[CH:13]=[N:14][CH:15]=[C:16]([F:18])[CH:17]=2)[CH:9]=[C:8]([CH3:19])[N:7]=1)=[O:5])C.[Cl:20][C:21]1[CH:22]=[C:23]([CH:25]=[CH:26][CH:27]=1)[NH2:24]>>[Cl:20][C:21]1[CH:22]=[C:23]([NH:24][C:4]([C:6]2[CH:11]=[C:10]([C:12]3[CH:13]=[N:14][CH:15]=[C:16]([F:18])[CH:17]=3)[CH:9]=[C:8]([CH3:19])[N:7]=2)=[O:5])[CH:25]=[CH:26][CH:27]=1. Procedure details: The title compound, was prepared from 5-Fluoro-6′-methyl-[3,4′]bipyridinyl-2′-carboxylic acid ethyl ester in accordance with the general method of example 26, step 6 using 3-Chloroaniline instead of 3-chloroaniline to yield the final compound as a white solid, MS (ISP): m/e=342.0, 344.1 (M+H)+. Reactants: 1,2-diol, C=CCCCCCCCCCCCCCCCC (octadecene), polypropylene glycol, olefin, OC(CCCCCCCCCCCCCC(=O)O)CO (15,16-dihydroxyhexadecanoic acid). Yields the product C(C(CCCCCCCCCCCCCC)O)O (1,2-hexadecanediol). Reaction SMILES: [OH:1][CH:2]([CH2:19][OH:20])[CH2:3][CH2:4][CH2:5][CH2:6][CH2:7][CH2:8][CH2:9][CH2:10][CH2:11][CH2:12][CH2:13][CH2:14][CH2:15][C:16](O)=O.C=CCCCCCCCCCCCCCCCC>>[CH2:19]([OH:20])[CH:2]([OH:1])[CH2:3][CH2:4][CH2:5][CH2:6][CH2:7][CH2:8][CH2:9][CH2:10][CH2:11][CH2:12][CH2:13][CH2:14][CH2:15][CH3:16]. Procedure: The bioconversion of 1,2-hexadecanediol was tested following the procedures set forth in Example 24. This substrate was tested to demonstrate the ability to form a (ω,ω-1)-dihydroxy fatty acid. Recovery was 0.138 g from 0.253 g starting material (54.5% recovery). NMR shows the 1,2-diol to be unchanged, as expected from olefin studies. But, interestingly, CH3 oxidation to the 15,16-dihydroxyhexadecanoic acid was lower than seen with octadecene, because the starting material was solid. Conversion ... Starting materials: C(C)(C)(C)OC(=O)N1CCC(CC1)NCC1=NC=C(C=C1C)Cl (4-[(5-Chloro-3-methyl-pyridin-2-ylmethyl)-amino]-piperidine-1-carboxylic acid tert-butyl ester), C(C)(C)C=1C(=NC=CC1)C=O (3-Isopropyl-pyridine-2-carbaldehyde), [BH-](OC(=O)C)(OC(=O)C)OC(=O)C.[Na+] (NaBH(OAc)3). Solvent: C(Cl)Cl (CH2Cl2). Yields the product C(C)(C)(C)OC(=O)N1CCC(CC1)N(CC1=NC=CC=C1C(C)C)CC1=NC=C(C=C1C)Cl (4-[(5-Chloro-3-methyl-pyridin-2-ylmethyl)-(3-isopropyl-pyridin-2-ylmethyl)-amino]-piperidine-1-carboxylic acid tert-butyl ester). Reaction SMILES: [C:1]([O:5][C:6]([N:8]1[CH2:13][CH2:12][CH:11]([NH:14][CH2:15][C:16]2[C:21]([CH3:22])=[CH:20][C:19]([Cl:23])=[CH:18][N:17]=2)[CH2:10][CH2:9]1)=[O:7])([CH3:4])([CH3:3])[CH3:2].[CH:24]([C:27]1[C:28]([CH:33]=O)=[N:29][CH:30]=[CH:31][CH:32]=1)([CH3:26])[CH3:25].[BH-](OC(C)=O)(OC(C)=O)OC(C)=O.[Na+]>C(Cl)Cl>[C:1]([O:5][C:6]([N:8]1[CH2:9][CH2:10][CH:11]([N:14]([CH2:15][C:16]2[C:21]([CH3:22])=[CH:20][C:19]([Cl:23])=[CH:18][N:17]=2)[CH2:33][C:28]2[C:27]([CH:24]([CH3:26])[CH3:25])=[CH:32][CH:31]=[CH:30][N:29]=2)[CH2:12][CH2:13]1)=[O:7])([CH3:4])([CH3:3])[CH3:2] |f:2.3|. Procedure: Using General Procedure B: Reaction of 4-[(5-Chloro-3-methyl-pyridin-2-ylmethyl)-amino]-piperidine-1-carboxylic acid tert-butyl ester and 3-Isopropyl-pyridine-2-carbaldehyde with NaBH(OAc)3 in CH2Cl2 gave 4-[(5-Chloro-3-methyl-pyridin-2-ylmethyl)-(3-isopropyl-pyridin-2-ylmethyl)-amino]-piperidine-1-carboxylic acid tert-butyl ester as a white solid. Deprotection with TFA using General Procedure F gave (5-Chloro-3-methyl-pyridin-2-ylmethyl)-(3-isopropyl-pyridin-2-ylmethyl)-piperidin-4-yl-amine as ...